This data is from the Open Reaction Database (ORD), a public repository of structured organic reaction records. The task is: describe an organic reaction: reactants, conditions, products, and yield Reactants: CN(C)CC#C (N,N-dimethylpropargyl amine), FC(C(F)(F)F)(F)I (perfluoroethyl iodide), iodoalkene, NN (NH2NH2), [O-]S(=O)S(=O)[O-].[Na+].[Na+] (Na2S2O4), C(=O)(O)[O-].[Na+] (NaHCO3). Solvent: CC#N.O (MeCN H2O), CCO (EtOH), O (H2O). Reaction conditions: time 20 minute. Product: CN(C1=CC(=NN1)C(F)(F)F)C (5-dimethylamino-3-trifluoromethylpyrazole). Isolated yield 18.1%. Reaction SMILES: [CH3:1][N:2]([CH2:4][C:5]#[CH:6])[CH3:3].FC(I)(F)[C:9]([F:12])([F:11])[F:10].[O-]S(S([O-])=O)=O.[Na+].[Na+].C([O-])(O)=O.[Na+].[NH2:28][NH2:29]>CC#N.O.O.CCO>[CH3:1][N:2]([CH3:3])[C:4]1[NH:29][N:28]=[C:6]([C:9]([F:12])([F:11])[F:10])[CH:5]=1 |f:2.3.4,5.6,8.9|. Procedure details: To a solution of N,N-dimethylpropargyl amine (20 mmol) and perfluoroethyl iodide (20 mmol) in MeCN/H2O (35 mL, 4:3), cooled to 0° C., was added slowly a solution of Na2S2O4 (20 mmol) and NaHCO3 (20 mmol) in H2O (10 mL). After 20 minutes, volatile material was removed, and the residue was extracted with Et2O. The organic phase was washed with brine, dried over MgSO4, and evaporated to give the crude iodoalkene as a yellow oil (2.85 g, 43%). A mixture of the iodoalkene (8.5 mmol) and NH2NH2*H2O (4... Starting materials: COC(=O)C=1OC(=CC1)OC=1C=C2C(=C3C(=N2)CCCC3)C(C1)CCCCCCCC (5-[(1,2,3,4-tetrahydro-9-octyl-9H-dibenzo[b,d]pyrrol-7-yl)oxy]-2-furancarboxylic acid methyl ester), O1C(=CC=C1)C(=O)O (2-furancarboxylic acid). Product: C(CCCCCCC)C1C=C(C=C2C1=C1C(=N2)CCCC1)OC1=CC=C(O1)C(=O)O (5-[(1,2,3,4-tetrahydro-9-octyl-9H-dibenzo[b,d]pyrrol-7-yl) oxy]-2-furancarboxylic acid). RXN SMILES: C[O:2][C:3]([C:5]1[O:6][C:7]([O:10][C:11]2[CH:12]=[C:13]3[N:17]=[C:16]4[CH2:18][CH2:19][CH2:20][CH2:21][C:15]4=[C:14]3[CH:22]([CH2:24][CH2:25][CH2:26][CH2:27][CH2:28][CH2:29][CH2:30][CH3:31])[CH:23]=2)=[CH:8][CH:9]=1)=[O:4].O1C=CC=C1C(O)=O>>[CH2:24]([CH:22]1[C:14]2=[C:15]3[CH2:21][CH2:20][CH2:19][CH2:18][C:16]3=[N:17][C:13]2=[CH:12][C:11]([O:10][C:7]2[O:6][C:5]([C:3]([OH:4])=[O:2])=[CH:9][CH:8]=2)=[CH:23]1)[CH2:25][CH2:26][CH2:27][CH2:28][CH2:29][CH2:30][CH3:31]. Procedure: Using the procedure of Example 43, 6.3 g of the methyl ester from Example 110 was saponified to 5-(1,2,3,4-tetrahydro-9-octyl-9H-dibenzo[b,d]pyrrol-7-yl)oxy]-2-furancarboxylic acid (4.3 g; 70.6%) as a white solid after crystallization from ethyl acetate, mp 142°-144° C. Reactants: FC=1C=C(CNC(NNC=O)=S)C=C(C1OC)F (4-(3',5'-difluoro-4'-methoxybenzyl)-1-formyl-3-thiosemicarbazide), [O-]CC.[Na+] (sodium ethoxide), [Na] (sodium). Run in C(C)O (ethanol). Product: FC=1C=C(CN2C(=NN=C2)S)C=C(C1OC)F (4-(3',5'-difluoro-4'-methoxybenzyl)-1,2,4-triazole-3-thiol). The yield is 64.5%. As a reaction SMILES: [F:1][C:2]1[CH:3]=[C:4]([CH:13]=[C:14]([F:18])[C:15]=1[O:16][CH3:17])[CH2:5][NH:6][C:7](=[S:12])[NH:8][NH:9][CH:10]=O.[O-]CC.[Na+].[Na]>C(O)C>[F:1][C:2]1[CH:3]=[C:4]([CH:13]=[C:14]([F:18])[C:15]=1[O:16][CH3:17])[CH2:5][N:6]1[CH:10]=[N:9][N:8]=[C:7]1[SH:12] |f:1.2,^1:22|. Reported procedure: The crude 4-(3',5'-difluoro-4'-methoxybenzyl)-1-formyl-3-thiosemicarbazide (7.3 g) was refluxed overnight in a solution of sodium ethoxide (from sodium (0.3 g) in ethanol (25 ml). The reaction was filtered, evaporated to dryness, and diluted with water. The aqueous solution was acidified to pH 3-4 with 10% hydrochloric acid, and the precipitate was collected by filtration and recrystallized from ethanol-hexane to yield 4.4 g (65%) of 4-(3',5'-difluoro-4'-methoxybenzyl)-1,2,4-triazole-3-thiol, m.... Reactants: C(C)(=O)OC1=C2N(C(N(C1=O)C(C)C)=O)C(CN(C2=O)CC2=CC=C(C=C2)F)CCN(C)CC2=CC=CC=C2 (4-{2-[Benzyl(methyl)amino]ethyl}-2-(4-fluorobenzyl)-7-isopropyl-1,6,8-trioxo-1,3,4,6,7,8-hexahydro-2H-pyrazino[1,2-c]pyrimidin-9-yl acetate), Cl (HCl). The solvent is CO (MeOH). Product: hydrochloride salt, C(C)(=O)OC1=C2N(C(N(C1=O)C(C)C)=O)C(CN(C2=O)CC2=CC=C(C=C2)F)CCNC (2-(4-Fluorobenzyl)-7-isopropyl-4-[2-(methylamino)ethyl]-1,6,8-trioxo-1,3,4,6,7,8-hexahydro-2H-pyrazino[1,2-c]pyrimidin-9-yl acetate). As a reaction SMILES: [C:1]([O:4][C:5]1[C:10](=[O:11])[N:9]([CH:12]([CH3:14])[CH3:13])[C:8](=[O:15])[N:7]2[CH:16]([CH2:29][CH2:30][N:31](CC3C=CC=CC=3)[CH3:32])[CH2:17][N:18]([CH2:21][C:22]3[CH:27]=[CH:26][C:25]([F:28])=[CH:24][CH:23]=3)[C:19](=[O:20])[C:6]=12)(=[O:3])[CH3:2].Cl>CO>[C:1]([O:4][C:5]1[C:10](=[O:11])[N:9]([CH:12]([CH3:14])[CH3:13])[C:8](=[O:15])[N:7]2[CH:16]([CH2:29][CH2:30][NH:31][CH3:32])[CH2:17][N:18]([CH2:21][C:22]3[CH:23]=[CH:24][C:25]([F:28])=[CH:26][CH:27]=3)[C:19](=[O:20])[C:6]=12)(=[O:3])[CH3:2]. Reported procedure: 4-{2-[Benzyl(methyl)amino]ethyl}-2-(4-fluorobenzyl)-7-isopropyl-1,6,8-trioxo-1,3,4,6,7,8-hexahydro-2H-pyrazino[1,2-c]pyrimidin-9-yl acetate (456 mg, 0.85 mmol) was suspended in degassed MeOH (10 mL). Aqueous HCl (6 M) was added dropwise until all the solids dissolved. The resulting stirred solution was degassed and purged with nitrogen three times. Palladium on carbon (10%, 131 mg) was added and the mixture was again degassed and purged with nitrogen (×3) and was then placed under hydrogen atmos... Starting materials: OC1=C2C=CC=NC2=CC=C1 (5-hydroxyquinoline), [H-].[Na+] (NaH), C(=O)([O-])[O-].[Cs+].[Cs+] (Cs2CO3), BrC(C(=O)N)(C)C (2-bromo-2-methyl-propanamide), [H-].[Na+] (NaH). Solvent: O1CCOCC1 (dioxane), CN1CCCN(C1=O)C (DMPU), CN1CCCC1=O (NMP). Reaction conditions: time 30 minute. Yields the product NC1=C2C=CC=NC2=CC=C1 (5-aminoquinoline). Yield: 16.8%. As a reaction SMILES: O[C:2]1[CH:11]=[CH:10][CH:9]=[C:8]2[C:3]=1[CH:4]=[CH:5][CH:6]=[N:7]2.[H-].[Na+].C([O-])([O-])=O.[Cs+].[Cs+].BrC(C)(C)C([NH2:24])=O>O1CCOCC1.CN1C(=O)N(C)CCC1.CN1C(=O)CCC1>[NH2:24][C:2]1[CH:11]=[CH:10][CH:9]=[C:8]2[C:3]=1[CH:4]=[CH:5][CH:6]=[N:7]2 |f:1.2,3.4.5|. Procedure: To a solution of 5-hydroxyquinoline (537 mg, 3.70 mmol) in dioxane (20 mL) was added NaH (Aldrich, dry, 300 mg, 12.2 mmol) and Cs2CO3 (4.00 g, 12.2 mmol). The resulting mixture was stirred at room temperature for about 30 minutes, then 2-bromo-2-methyl-propanamide (2.03 g, 12.2 mmol) was added and the resulting mixture was stirred at reflux for 16 h. After the reflux period, NMP (20 mL), DMPU (2 mL), and NaH (Aldrich, dry, 100 mg, 4.07 mmol) were added. The resulting mixture was stirred at 150° ... Starting materials: O (water), C([O-])([O-])=O.[Na+].[Na+] (sodium carbonate), [N+](=O)([O-])C=1C=C2C=CN(C2=CC1)N (5-nitro-1H-indol-1-amine), Cl.ClC1=CC=NC=C1 (4-chloropyridine hydrochloride), Cl.ClC1=CC=NC=C1 (4-chloropyridine hydrochloride). Solvent: C(C)(C)O (isopropanol). The product is Cl.[N+](=O)([O-])C=1C=C2C=CN(C2=CC1)NC1=CC=NC=C1 (5-Nitro-N-(4-pyridinyl)-1H-indol-1-amine hydrochloride). Yield: 51.5%. RXN SMILES: [N+:1]([C:4]1[CH:5]=[C:6]2[C:10](=[CH:11][CH:12]=1)[N:9]([NH2:13])[CH:8]=[CH:7]2)([O-:3])=[O:2].Cl.[Cl:15][C:16]1[CH:21]=[CH:20][N:19]=[CH:18][CH:17]=1.O.C(=O)([O-])[O-].[Na+].[Na+]>C(O)(C)C>[ClH:15].[N+:1]([C:4]1[CH:5]=[C:6]2[C:10](=[CH:11][CH:12]=1)[N:9]([NH:13][C:16]1[CH:21]=[CH:20][N:19]=[CH:18][CH:17]=1)[CH:8]=[CH:7]2)([O-:3])=[O:2] |f:1.2,4.5.6,8.9|. Procedure details: A solution of 5-nitro-1H-indol-1-amine (4.5 g) and 4-chloropyridine hydrochloride (4.5 g) in 175 ml of isopropanol was stirred at reflux for two hours, another equivalent of 4-chloropyridine hydrochloride was added and the mixture was refluxed for two additional hours. The reaction mixture was then cooled, stirred with water, basified with sodium carbonate and extracted with ethyl acetate. The organic extract was washed with water and saturated sodium chloride solution, was dried (MgSO4), filter... Reactants: CC(C)(C)OC(=O)c1ccc(Br)cc1Nc1ccc(F)cc1, O=C([O-])O, Cc1ccccc1, CCO, Cn1ccc2cc(B3OC(C)(C)C(C)(C)O3)ccc21, [Na+], O, c1ccc(P(c2ccccc2)(c2ccccc2)[Pd](P(c2ccccc2)(c2ccccc2)c2ccccc2)(P(c2ccccc2)(c2ccccc2)c2ccccc2)P(c2ccccc2)(c2ccccc2)c2ccccc2)cc1. The product is Cn1ccc2cc(-c3ccc(C(=O)OC(C)(C)C)c(Nc4ccc(F)cc4)c3)ccc21. Reaction SMILES: [Br:1][c:2]1[cH:3][c:4]([NH:15][c:16]2[cH:17][cH:18][c:19]([F:22])[cH:20][cH:21]2)[c:5]([C:6](=[O:7])[O:8][C:9]([CH3:10])([CH3:11])[CH3:12])[cH:13][cH:14]1.[C:42](=[O:43])([O-:44])[OH:45].[CH3:124][c:125]1[cH:126][cH:127][cH:128][cH:129][cH:130]1.[CH3:132][CH2:133][OH:134].[CH3:23][n:24]1[cH:25][cH:26][c:27]2[cH:28][c:29]([B:33]3[O:34][C:35]([CH3:36])([CH3:37])[C:38]([CH3:39])([CH3:40])[O:41]3)[cH:30][cH:31][c:32]12.[Na+:46].[OH2:131].[cH:47]1[cH:48][cH:49][c:50]([P:51]([Pd:52]([P:53]([c:54]2[cH:55][cH:56][cH:57][cH:58][cH:59]2)([c:60]2[cH:61][cH:62][cH:63][cH:64][cH:65]2)[c:66]2[cH:67][cH:68][cH:69][cH:70][cH:71]2)([P:72]([c:73]2[cH:74][cH:75][cH:76][cH:77][cH:78]2)([c:79]2[cH:80][cH:81][cH:82][cH:83][cH:84]2)[c:85]2[cH:86][cH:87][cH:88][cH:89][cH:90]2)[P:91]([c:92]2[cH:93][cH:94][cH:95][cH:96][cH:97]2)([c:98]2[cH:99][cH:100][cH:101][cH:102][cH:103]2)[c:104]2[cH:105][cH:106][cH:107][cH:108][cH:109]2)([c:110]2[cH:111][cH:112][cH:113][cH:114][cH:115]2)[c:116]2[cH:117][cH:118][cH:119][cH:120][cH:121]2)[cH:122][cH:123]1>>[c:2]1(-[c:29]2[cH:28][c:27]3[cH:26][cH:25][n:24]([CH3:23])[c:32]3[cH:31][cH:30]2)[cH:3][c:4]([NH:15][c:16]2[cH:17][cH:18][c:19]([F:22])[cH:20][cH:21]2)[c:5]([C:6](=[O:7])[O:8][C:9]([CH3:10])([CH3:11])[CH3:12])[cH:13][cH:14]1. The product is COC=1C=CC2=C(C3CCN(C(N2C)C3)C)C1 (1,2,3,4,5,6-hexahydro-8-methoxy-1,3-dimethyl-2,6-methano-1,3-benzodiazocine). RXN SMILES: [CH3:1][O:2][C:3]1[CH:4]=[C:5]2[C:10](=[CH:11][CH:12]=1)[N:9]([CH3:13])[C:8](=O)[CH2:7][CH:6]2[CH2:15][CH2:16][NH:17][CH3:18].[Na]>C(O)CCC>[CH3:1][O:2][C:3]1[CH:12]=[CH:11][C:10]2[N:9]([CH3:13])[CH:8]3[CH2:7][CH:6]([CH2:15][CH2:16][N:17]3[CH3:18])[C:5]=2[CH:4]=1 |^1:18|. The solvent is C(CCC)O (n-butanol). Reported procedure: To a stirred solution of 4.50 g of 3,4-dihydro-6-methoxy-1-methyl-4-[2-(methylamino)ethyl]-2(1H)-quinolinone in 450 ml of refluxing n-butanol was added, incrementally over a period of 1.5 hours, 27.0 g of sodium. The resulting mixture was stirred at reflux until all of the sodium was consumed, and then it was cooled, and diluted with water. The aqueous phase was separated and extracted with ethyl acetate. The combined organic layers were washed with water and a saturated aqueous solution of sodi... Reactants: [Na] (sodium), COC=1C=C2C(CC(N(C2=CC1)C)=O)CCNC (3,4-dihydro-6-methoxy-1-methyl-4-[2-(methylamino)ethyl]-2(1H)-quinolinone), [Na] (sodium). Isolated yield 52.3%.